From a dataset of the Open Reaction Database (ORD), a public repository of structured organic reaction records. describe an organic reaction: reactants, conditions, products, and yield The reactants are Br.BrC(C(C(C)(C)C)=O)C=1C=NC=CC1 (1-bromo-3,3-dimethyl-1-pyridin-3-yl-butan-2-one hydrobromide), [Na] (sodium), ClC1=CC=C(C=C1)O (4-chlorophenol), [Na] (sodium). Run in CO (methanol). The product is ClC1=CC=C(OC(C(C(C)(C)C)=O)C=2C=NC=CC2)C=C1 (1-(4-chlorophenoxy)-3,3-dimethyl-1-pyridin-3-yl-butan-2-one). Isolated yield 61.9%. RXN SMILES: [Na].[Cl:2][C:3]1[CH:8]=[CH:7][C:6]([OH:9])=[CH:5][CH:4]=1.Br.Br[CH:12]([C:19]1[CH:20]=[N:21][CH:22]=[CH:23][CH:24]=1)[C:13](=[O:18])[C:14]([CH3:17])([CH3:16])[CH3:15]>CO>[Cl:2][C:3]1[CH:8]=[CH:7][C:6]([O:9][CH:12]([C:19]2[CH:20]=[N:21][CH:22]=[CH:23][CH:24]=2)[C:13](=[O:18])[C:14]([CH3:17])([CH3:16])[CH3:15])=[CH:5][CH:4]=1 |f:2.3,^1:0|. Procedure details: 6.9 g (0.3 mol) of sodium metal were added to a solution of 38.6 g (0.3 mol) of 4-chlorophenol in 200 ml of absolute methanol. When the sodium had dissolved completely, the solution was heated under reflux and 33.7 g (0.1 mol) of 1-bromo-3,3-dimethyl-1-pyridin-3-yl-butan-2-one hydrobromide were added. The reaction mixture was heated under reflux overnight. It was allowed to cool and was concentrated in vacuo. The residue was taken up in diethyl ether and the ether mixture was washed twice with 2...